describe an organic reaction: reactants, conditions, products, and yield From a dataset of the Open Reaction Database (ORD), a public repository of structured organic reaction records. Starting materials: CCCC[N+](CCCC)(CCCC)CCCC.[F-] (TBAF), C(C)(C)(C)OC(=O)N1C[C@H]([C@@H](C1)COC)CO[Si](C)(C)C(C)(C)C (trans-tert-butyl-3-({[tert-butyl(dimethyl)silyl]oxy}methyl)-4-(methoxymethyl)pyrrolidine-1-carboxylate). Run in C1CCOC1 (THF). Run at time 1 hour. Yields the product C(C)(C)(C)OC(=O)N1C[C@H]([C@@H](C1)COC)CO (trans-tert-butyl-3-(hydroxymethyl)-4-(methoxymethyl)pyrrolidine-1-carboxylate). Reaction SMILES: CCCC[N+](CCCC)(CCCC)CCCC.[F-].[C:19]([O:23][C:24]([N:26]1[CH2:30][C@@H:29]([CH2:31][O:32][CH3:33])[C@H:28]([CH2:34][O:35][Si](C(C)(C)C)(C)C)[CH2:27]1)=[O:25])([CH3:22])([CH3:21])[CH3:20]>C1COCC1>[C:19]([O:23][C:24]([N:26]1[CH2:30][C@@H:29]([CH2:31][O:32][CH3:33])[C@H:28]([CH2:34][OH:35])[CH2:27]1)=[O:25])([CH3:22])([CH3:21])[CH3:20] |f:0.1|. Procedure details: TBAF (1.0 M in THF, 2.45 mL, 2.45 mmol) was added to a solution of trans-tert-butyl-3-({[tert-butyl(dimethyl)silyl]oxy}methyl)-4-(methoxymethyl)pyrrolidine-1-carboxylate (290 mg, 0.81 mmol) in THF (5 mL). The mixture was stirred at rt for 1 hr. The mixture was quenched with water and extracted with EtOAc. The organic layer was dried over MgSO4 and concentrated. The crude product was used without purification in subsequent steps.